From a dataset of the Open Reaction Database (ORD), a public repository of structured organic reaction records. describe an organic reaction: reactants, conditions, products, and yield The reactants are C(F)(F)Cl (HCFC-22), C(F)(F)(Cl)Cl (CFC-12). Product: C(F)(F)Cl.C(F)(F)(Cl)Cl (HCFC-22 CFC-12). RXN SMILES: [CH:1]([Cl:4])([F:3])[F:2].[C:5]([Cl:9])([Cl:8])([F:7])[F:6]>>[CH:1]([Cl:4])([F:3])[F:2].[C:5]([Cl:9])([Cl:8])([F:7])[F:6] |f:2.3|. Procedure details: Feed Composition: 98.7 wt. % HCFC-22; 1.3 wt. % CFC-12